From a dataset of the Open Reaction Database (ORD), a public repository of structured organic reaction records. describe an organic reaction: reactants, conditions, products, and yield Yields the product CC1(C(C2C(CC1CC2)CCO)=O)C (3,3-dimethyl-6-(2-hydroxyethyl)-bicyclo(2.2.2)octanone). Reported procedure: A mixture of 60 g of 3,3-dimethyl-6-(2-hydroxyethyl)-bicyclo(2.2.2)-octa-5,7-diene-2-one produced according to Example I, 300 ml of isopropyl alcohol and 5 g of 5% palladium an charcoal catalyst is placed in an autoclave. The autoclave is pressurized with hydrogen and heated to 100° C. for 6 hours. The resulting reaction mixture is filtered and the solvent is removed by vacuum stripping. Distillation of the residue through a 3 inch microvigreaux column yields 55 g of 3,3-dimethyl-6-(2-hydroxyeth... The yield is 89.8%. The solvent is C(C)(C)O (isopropyl alcohol). Reaction conditions: temperature 100 celsius. Reagents/catalysts: [Pd] (palladium), C (charcoal). RXN SMILES: [CH3:1][C:2]1([CH3:14])[CH:7]2[CH:8]=[CH:9][CH:4]([C:5]([CH2:10][CH2:11][OH:12])=[CH:6]2)[C:3]1=[O:13].[H][H]>C.[Pd].C(O)(C)C>[CH3:1][C:2]1([CH3:14])[CH:7]2[CH2:8][CH2:9][CH:4]([CH:5]([CH2:10][CH2:11][OH:12])[CH2:6]2)[C:3]1=[O:13]. Reactants: CC1(C(C2C(=CC1C=C2)CCO)=O)C (3,3-dimethyl-6-(2-hydroxyethyl)-bicyclo(2.2.2)-octa-5,7-diene-2-one), [H][H] (hydrogen).